Dataset: the Open Reaction Database (ORD), a public repository of structured organic reaction records. Task: describe an organic reaction: reactants, conditions, products, and yield Starting materials: Cl.CN(CCCN=C=NCC)C (1-[3-(Dimethylamino)propyl]-3-ethylcarbodiimide hydrochloride), O1COC2=C1C=CC(=C2)OC2=NC=CC=C2C(=O)NCC2=CC=C(C=C2)C(C(=O)O)(C)C (2-[4-({[2-(Benzo[1,3]dioxol-5-yloxy)-pyridine-3-carbonyl]-amino}-methyl)-phenyl]-2-methyl-propionic acid), O.ON1N=NC2=C1C=CC=C2 (1-hydoxybenzo-triazole hydrate), C(C)(C)N(C(C)C)CC (N,N-Diisopropylethylamine). Run in O1CCCC1 (tetrahydrofuran). Reaction conditions: time 0.5 hour. Yields the product O1COC2=C1C=CC(=C2)OC2=C(C(=O)NCC1=CC=C(C=C1)C(C)(C)C(N)=O)C=CC=N2 (2-(Benzo[1,3]dioxol-5-yloxy)-N-[4-(1-carbamoyl-1-methyl-ethyl)-benzyl]-nicotinamide). Isolated yield 44.2%. Reaction SMILES: Cl.C[N:3](C)CCCN=C=NCC.O.ON1C2C=CC=CC=2N=N1.C(N(CC)C(C)C)(C)C.[O:33]1[C:37]2[CH:38]=[CH:39][C:40]([O:42][C:43]3[C:48]([C:49]([NH:51][CH2:52][C:53]4[CH:58]=[CH:57][C:56]([C:59]([CH3:64])([CH3:63])[C:60]([OH:62])=O)=[CH:55][CH:54]=4)=[O:50])=[CH:47][CH:46]=[CH:45][N:44]=3)=[CH:41][C:36]=2[O:35][CH2:34]1>O1CCCC1>[O:33]1[C:37]2[CH:38]=[CH:39][C:40]([O:42][C:43]3[N:44]=[CH:45][CH:46]=[CH:47][C:48]=3[C:49]([NH:51][CH2:52][C:53]3[CH:58]=[CH:57][C:56]([C:59]([C:60](=[O:62])[NH2:3])([CH3:63])[CH3:64])=[CH:55][CH:54]=3)=[O:50])=[CH:41][C:36]=2[O:35][CH2:34]1 |f:0.1,2.3|. Procedure: 1-[3-(Dimethylamino)propyl]-3-ethylcarbodiimide hydrochloride (1.71 g), 1-hydoxybenzo-triazole hydrate (1.24 g), and were combined and suspended in anhydrous tetrahydrofuran (45 mL). N,N-Diisopropylethylamine (5.93 mL) was added to the suspension, which was stirred for 0.5 h. 2-[4-({[2-(Benzo[1,3]dioxol-5-yloxy)-pyridine-3-carbonyl]-amino}-methyl)-phenyl]-2-methyl-propionic acid (0.340 g) was added to the suspension, and the reaction mixture stirred at ambient temperature overnight. Anhydrous am... The reactants are CC(=O)[O-], CCO, CC(C)(C)C(=O)c1cc(Cl)ccc1NS(=O)(=O)C(F)(F)F, Cl, NOc1ccc(F)cc1, [Na+]. Product: CC(C)(C)C(=NOc1ccc(F)cc1)c1cc(Cl)ccc1NS(=O)(=O)C(F)(F)F. As a reaction SMILES: [C:32]([O-:33])(=[O:34])[CH3:35].[CH3:37][CH2:38][OH:39].[Cl:1][c:2]1[cH:3][c:4]([C:16]([C:17]([CH3:18])([CH3:19])[CH3:20])=[O:21])[c:5]([NH:8][S:9](=[O:10])(=[O:11])[C:12]([F:13])([F:14])[F:15])[cH:6][cH:7]1.[ClH:22].[F:23][c:24]1[cH:25][cH:26][c:27]([O:30][NH2:31])[cH:28][cH:29]1.[Na+:36]>>[Cl:1][c:2]1[cH:3][c:4]([C:16]([C:17]([CH3:18])([CH3:19])[CH3:20])=[N:31][O:30][c:27]2[cH:26][cH:25][c:24]([F:23])[cH:29][cH:28]2)[c:5]([NH:8][S:9](=[O:10])(=[O:11])[C:12]([F:13])([F:14])[F:15])[cH:6][cH:7]1. Reactants: C(C)(=O)OC(C)=O (acetic anhydride), C(C(C)(C)C)(=O)C#N (pivaloyl cyanide), S(O)(O)(=O)=O (sulphuric acid), NNC(=S)NN (thiocarbohydrazide). Solvent: Cl (HCl). Run at time 0.5 hour. Yields the product NN1C(=NN=C(C1=O)C(C)(C)C)S (4-amino-6-tert.-butyl-3-mercapto-1,2,4-triazin-5(4H)-one). Yield: 97.1%. RXN SMILES: C(O[C:5](=[O:7])[CH3:6])(=O)C.C(C#N)(=O)[C:9]([CH3:12])([CH3:11])[CH3:10].S(=O)(=O)(O)O.[NH2:21][NH:22][C:23]([NH:25][NH2:26])=[S:24]>Cl>[NH2:26][N:25]1[C:5](=[O:7])[C:6]([C:9]([CH3:10])([CH3:11])[CH3:12])=[N:21][N:22]=[C:23]1[SH:24]. Procedure details: First 25.6 g (0.25 mol) of acetic anhydride and then 27.8 g (0.25 mol) of pivaloyl cyanide were introduced, in each case at room temperature, into 49.0 g (0.5 mol) of concentrated sulphuric acid, which had been initially introduced into the reaction vessel. After subsequently stirring this reaction mixture for 0.5 hour, it was stirred into a solution of 26.6 g (0.25 mol) of thiocarbohydrazide in 300 ml of 1 N HCl at 20°-30° C. When the addition had ended, the mixture was subsequently stirred at ... Procedure: The intermediate was prepared according to the procedures described in Example 221 substituting 4-(5-chloro-4-hydroxy-2-oxopyridin-1(2H)-yl)-2-fluorobenzonitrile for 4-hydroxy-6-oxo-1,6-dihydropyridine-3-carbonitrile and tert-butyl 4-(methylsulfonyloxy)piperidine-1-carboxylate for 1-(5-propylpyrimidin-2-yl)piperidin-4-ylmethanesulfonate in Step B. MS (ESI) 392 (M+H). The reactants are ClC=1C(=CC(N(C1)C1=CC(=C(C#N)C=C1)F)=O)O (4-(5-chloro-4-hydroxy-2-oxopyridin-1(2H)-yl)-2-fluorobenzonitrile), C(CC)C=1C=NC(=NC1)N1CCC(CC1)CS(=O)(=O)[O-] (1-(5-propylpyrimidin-2-yl)piperidin-4-ylmethanesulfonate), OC=1C(=CNC(C1)=O)C#N (4-hydroxy-6-oxo-1,6-dihydropyridine-3-carbonitrile), CS(=O)(=O)OC1CCN(CC1)C(=O)OC(C)(C)C (tert-butyl 4-(methylsulfonyloxy)piperidine-1-carboxylate). The product is ClC=1C(=CC(N(C1)C1=CC(=C(C=C1)C#N)F)=O)OC1CCN(CC1)C(=O)OC(C)(C)C (tert-butyl 4-(5-chloro-1-(4-cyano-3-fluorophenyl)-2-oxo-1,2-dihydropyridin-4-yloxy)piperidine-1-carboxylate). As a reaction SMILES: [Cl:1][C:2]1[C:3]([OH:18])=[CH:4][C:5](=[O:17])[N:6]([C:8]2[CH:15]=[CH:14][C:11]([C:12]#[N:13])=[C:10]([F:16])[CH:9]=2)[CH:7]=1.OC1C(C#N)=CNC(=O)C=1.CS(O[CH:34]1[CH2:39][CH2:38][N:37]([C:40]([O:42][C:43]([CH3:46])([CH3:45])[CH3:44])=[O:41])[CH2:36][CH2:35]1)(=O)=O.C(C1C=NC(N2CCC(CS([O-])(=O)=O)CC2)=NC=1)CC>>[Cl:1][C:2]1[C:3]([O:18][CH:34]2[CH2:39][CH2:38][N:37]([C:40]([O:42][C:43]([CH3:46])([CH3:45])[CH3:44])=[O:41])[CH2:36][CH2:35]2)=[CH:4][C:5](=[O:17])[N:6]([C:8]2[CH:15]=[CH:14][C:11]([C:12]#[N:13])=[C:10]([F:16])[CH:9]=2)[CH:7]=1. The reactants are CN(CCC#N)c1cccc(F)c1Nc1nc(Cl)ncc1Cl, CCN1C(=O)CCC(C)(C)c2ccc(N)cc21. Yields the product CCN1C(=O)CCC(C)(C)c2ccc(Nc3ncc(Cl)c(Nc4c(F)cccc4N(C)CCC#N)n3)cc21. Reaction SMILES: [Cl:1][c:2]1[n:3][cH:4][c:5]([Cl:22])[c:6]([NH:8][c:9]2[c:10]([N:16]([CH2:17][CH2:18][C:19]#[N:20])[CH3:21])[cH:11][cH:12][cH:13][c:14]2[F:15])[n:7]1.[NH2:23][c:24]1[cH:25][cH:26][c:27]2[c:28]([cH:39]1)[N:29]([CH2:37][CH3:38])[C:30](=[O:36])[CH2:31][CH2:32][C:33]2([CH3:34])[CH3:35]>>[c:2]1([NH:23][c:24]2[cH:25][cH:26][c:27]3[c:28]([cH:39]2)[N:29]([CH2:37][CH3:38])[C:30](=[O:36])[CH2:31][CH2:32][C:33]3([CH3:34])[CH3:35])[n:3][cH:4][c:5]([Cl:22])[c:6]([NH:8][c:9]2[c:10]([N:16]([CH2:17][CH2:18][C:19]#[N:20])[CH3:21])[cH:11][cH:12][cH:13][c:14]2[F:15])[n:7]1. Starting materials: CCOc1cccc(C(=O)c2ncc(C=O)c3cc(OCCCOC(C)=O)c(OC)cc23)c1, CC(C)(C)O, CC=C(C)C, [O-][Cl+][O-], [Na+], [Na+], O, O, O=P([O-])(O)O. Product: CCOc1cccc(C(=O)c2ncc(C(=O)O)c3cc(OCCCOC(C)=O)c(OC)cc23)c1. As a reaction SMILES: [C:1]([CH3:2])(=[O:3])[O:4][CH2:5][CH2:6][CH2:7][O:8][c:9]1[cH:10][c:11]2[c:12]([CH:32]=[O:33])[cH:13][n:14][c:15]([C:21]([c:22]3[cH:23][c:24]([O:28][CH2:29][CH3:30])[cH:25][cH:26][cH:27]3)=[O:31])[c:16]2[cH:17][c:18]1[O:19][CH3:20].[C:50]([OH:51])([CH3:52])([CH3:53])[CH3:54].[CH3:41][C:42](=[CH:43][CH3:44])[CH3:45].[Cl+:46]([O-:47])[O-:48].[Na+:40].[Na+:49].[OH2:34].[OH2:55].[P:35](=[O:36])([O-:37])([OH:38])[OH:39]>>[C:1]([CH3:2])(=[O:3])[O:4][CH2:5][CH2:6][CH2:7][O:8][c:9]1[cH:10][c:11]2[c:12]([C:32](=[O:33])[OH:36])[cH:13][n:14][c:15]([C:21]([c:22]3[cH:23][c:24]([O:28][CH2:29][CH3:30])[cH:25][cH:26][cH:27]3)=[O:31])[c:16]2[cH:17][c:18]1[O:19][CH3:20]. Reactants: Cl (Hydrogen chloride), N1=CC=C(C=C1)N1CC2(CCC1)CCN(CC2)C(=O)OC(C)(C)C (tert-butyl 2-(pyridin-4-yl)-2,9-diazaspiro[5.5]undecane-9-carboxylate). Run in CO (methanol). Reaction conditions: temperature 0 celsius, time 30 minute. The product is Cl.Cl.N1=CC=C(C=C1)N1CC2(CCC1)CCNCC2 (2-(Pyridin-4-yl)-2,9-diazaspiro[5.5]undecane dihydrochloride). As a reaction SMILES: [ClH:1].[N:2]1[CH:7]=[CH:6][C:5]([N:8]2[CH2:13][CH2:12][CH2:11][C:10]3([CH2:18][CH2:17][N:16](C(OC(C)(C)C)=O)[CH2:15][CH2:14]3)[CH2:9]2)=[CH:4][CH:3]=1>CO>[ClH:1].[ClH:1].[N:2]1[CH:3]=[CH:4][C:5]([N:8]2[CH2:13][CH2:12][CH2:11][C:10]3([CH2:18][CH2:17][NH:16][CH2:15][CH2:14]3)[CH2:9]2)=[CH:6][CH:7]=1 |f:3.4.5|. Procedure: Hydrogen chloride in methanol (1.25 mol/l, 15.9 ml) was added to tert-butyl 2-(pyridin-4-yl)-2,9-diazaspiro[5.5]undecane-9-carboxylate (0.66 g, 1.991 mmol) and the mixture was refluxed for 2 h. The solvent was removed in vacuo, the residue was taken up in ethanol (5 ml) and the mixture was cooled. Acetone (20 ml) was added and the mixture was stirred at 0° C. for 30 min. Diethyl ether (50 ml) was added and the precipitate was filtered out with suction, washed with diethyl ether and dried in vacu...